Task: describe an organic reaction: reactants, conditions, products, and yield. Dataset: the Open Reaction Database (ORD), a public repository of structured organic reaction records Reactants: CCOC(=O)c1ccc2c(c1)CC(C)(C)C(c1cccc(NC(=O)N(CC)CC)c1)N2, CO, Cl, [Na+], C1CCOC1, [OH-], O. The product is CCN(CC)C(=O)Nc1cccc(C2Nc3ccc(C(=O)O)cc3CC2(C)C)c1. Reaction SMILES: [CH2:1]([CH3:2])[O:3][C:4](=[O:5])[c:6]1[cH:7][c:8]2[c:13]([cH:14][cH:15]1)[NH:12][CH:11]([c:16]1[cH:17][c:18]([NH:22][C:23](=[O:24])[N:25]([CH2:26][CH3:27])[CH2:28][CH3:29])[cH:19][cH:20][cH:21]1)[C:10]([CH3:30])([CH3:31])[CH2:9]2.[CH3:33][OH:34].[ClH:32].[Na+:41].[O:35]1[CH2:36][CH2:37][CH2:38][CH2:39]1.[OH-:40].[OH2:42]>>[O:3]=[C:4]([OH:5])[c:6]1[cH:7][c:8]2[c:13]([cH:14][cH:15]1)[NH:12][CH:11]([c:16]1[cH:17][c:18]([NH:22][C:23](=[O:24])[N:25]([CH2:26][CH3:27])[CH2:28][CH3:29])[cH:19][cH:20][cH:21]1)[C:10]([CH3:30])([CH3:31])[CH2:9]2. Reactants: C(C)C(CBr)CC (2-ethylbutyl bromide), OC[C@@H](C1=CC=C(C=C1)O)NC(=O)[C@@H]1[C@H](C1)C=1SC=CC1 ((1S,2S)-2-thiophen-2-yl-cyclopropanecarboxylic acid [(R)-2-hydroxy-1-[4-hydroxy-phenyl)-ethyl]-amide), C(=O)([O-])[O-].[K+].[K+] (K2CO3). The solvent is CCOCC (ether), CN(C)C=O (DMF). Reaction conditions: temperature 60 celsius, time 8 hour. Yields the product OC([C@@H](C1=CC=C(C=C1)OCC(CC)CC)NC(=O)[C@@H]1[C@H](C1)C=1SC=CC1)O ((1S,2S)-2-Thiophen-2-yl-cyclopropanecarboxylic acid {(R)-2-hydroxy-1-[4-(2-ethyl-butoxy)-phenyl]-2-hydroxy-ethyl}-amide). The yield is 61.4%. RXN SMILES: [OH:1][CH2:2][C@H:3]([NH:11][C:12]([C@H:14]1[CH2:16][C@@H:15]1[C:17]1[S:18][CH:19]=[CH:20][CH:21]=1)=[O:13])[C:4]1[CH:9]=[CH:8][C:7]([OH:10])=[CH:6][CH:5]=1.[CH2:22]([CH:24]([CH2:27][CH3:28])[CH2:25]Br)[CH3:23].C([O-])([O-])=[O:30].[K+].[K+]>CN(C=O)C.CCOCC>[OH:1][CH:2]([OH:30])[C@H:3]([NH:11][C:12]([C@H:14]1[CH2:16][C@@H:15]1[C:17]1[S:18][CH:19]=[CH:20][CH:21]=1)=[O:13])[C:4]1[CH:5]=[CH:6][C:7]([O:10][CH2:25][CH:24]([CH2:27][CH3:28])[CH2:22][CH3:23])=[CH:8][CH:9]=1 |f:2.3.4|. Procedure details: To a solution of (1S,2S)-2-thiophen-2-yl-cyclopropanecarboxylic acid [(R)-2-hydroxy-1-[4-hydroxy-phenyl)-ethyl]-amide (35 mg, 0.105 mmol) dissolved in 0.8 mL DMF was added the 2-ethylbutyl bromide (38 mg, 0.231 mmol) followed by K2CO3 (32 mg, 0.231 mmol). It was heated to 60° C. with stirring overnight. On the next day it was cooled to rt, diluted with ether and quenched with water. The organic layer was washed with water and brine, dried over MgSO4, and concentrated. It was then purified by fla...